From a dataset of the Open Reaction Database (ORD), a public repository of structured organic reaction records. describe an organic reaction: reactants, conditions, products, and yield Reactants: C1(=CC=C(C=C1)S(=O)(=O)OC1CN(CCC1)C=O)C (1-formyl-3-piperidinyl p-toluenesulfonate), C(C)(=S)[O-].[K+] (potassium thioacetate). The solvent is CN(C=O)C (dimethylformamide). Yields the product C(C)(=S)OC1CN(CCC1)C=O (1-Formyl-3-piperidinyl Thioacetate). The yield is 21.0%. RXN SMILES: C1(C)C=CC(S([O:10][CH:11]2[CH2:16][CH2:15][CH2:14][N:13]([CH:17]=[O:18])[CH2:12]2)(=O)=O)=CC=1.[C:20]([O-])(=[S:22])[CH3:21].[K+]>CN(C)C=O>[C:20]([O:10][CH:11]1[CH2:16][CH2:15][CH2:14][N:13]([CH:17]=[O:18])[CH2:12]1)(=[S:22])[CH3:21] |f:1.2|. Procedure: A solution of 1-formyl-3-piperidinyl p-toluenesulfonate (1.12 g., 0.007 mole) and potassium thioacetate (0.91 g., 0.008 mole) in 10 ml. dimethylformamide was heated at 70° C. under nitrogen for 20 hours. The reaction mixture was diluted with 150 ml. ethyl acetate and the resulting solution was washed with four 50 ml. portions of water and 50 ml. brine, dried over anhydrous sodium acetate and concentrated in vacuo. The residue was chromatographed on silica gel (125 g.) eluting with 4:1 ethyl acet... The reactants are ClC1=NC=C(C=C1NC1CC1)F (2-Chloro-N-cyclopropyl-5-fluoropyridin-3-amine), ClC1=NC=C(C=C1NC1CC1)F (2-Chloro-N-cyclopropyl-5-fluoropyridin-3-amine), S1C(=NC2=C1C=CC=C2)N[C@@H]2C[C@H](C2)N (Trans-N1-(benzo[d]thiazol-2-yl)cyclobutane-1,3-diamine), S1C(=NC2=C1C=CC=C2)N[C@@H]2C[C@H](C2)N (Trans-N1-(benzo[d]thiazol-2-yl)cyclobutane-1,3-diamine), chloro(2-dicyclohexylphosphino-3,6-dimethoxy-2′-4′-6′-triisopropyl-1,1′-biphenyl) 2-(2-aminoethyl)phenyl, CC(C)([O-])C.[Na+] (sodium t-butoxide). Reagents/catalysts: [Pd+2] (palladium(II)). Conditions: temperature 80 celsius, time 45 minute. Product: S1C(=NC2=C1C=CC=C2)N[C@@H]2C[C@H](C2)NC2=NC=C(C=C2NC2CC2)F (N2-(trans-3-(benzo[d]thiazol-2-ylamino)cyclobutyl)-N3-cyclopropyl-5-fluoropyridine-2,3-diamine). Isolated yield 66.9%. Reaction SMILES: Cl[C:2]1[C:7]([NH:8][CH:9]2[CH2:11][CH2:10]2)=[CH:6][C:5]([F:12])=[CH:4][N:3]=1.[S:13]1[C:17]2[CH:18]=[CH:19][CH:20]=[CH:21][C:16]=2[N:15]=[C:14]1[NH:22][C@H:23]1[CH2:26][C@H:25]([NH2:27])[CH2:24]1.CC(C)([O-])C.[Na+]>[Pd+2]>[S:13]1[C:17]2[CH:18]=[CH:19][CH:20]=[CH:21][C:16]=2[N:15]=[C:14]1[NH:22][C@H:23]1[CH2:24][C@H:25]([NH:27][C:2]2[C:7]([NH:8][CH:9]3[CH2:11][CH2:10]3)=[CH:6][C:5]([F:12])=[CH:4][N:3]=2)[CH2:26]1 |f:2.3|. Procedure details: 2-Chloro-N-cyclopropyl-5-fluoropyridin-3-amine (intermediate 39, 0.230 g, 1.232 mmol), trans-N1-(benzo[d]thiazol-2-yl)cyclobutane-1,3-diamine (intermediate 11, 0.270 g, 1.232 mmol), chloro(2-dicyclohexylphosphino-3,6-dimethoxy-2′-4′-6′-triisopropyl-1,1′-biphenyl) 2-(2-aminoethyl)phenyl)palladium(II) (0.049 g, 0.062 mmol), and sodium t-butoxide (0.296 g, 3.08 mmol) were sealed in a microwave vial under argon. Dry, sparged dioxane (1 mL) was added and the reaction heated at 80° C. After 45 minutes... The reactants are C(C)O (ethanol), NC=1SC(=NN1)S (2-amino-5-mercapto-1,3,4-thiadiazole), [OH-].[Na+] (sodium hydroxide), BrCCCCCC (1-bromohexane). Run in O (water), O (water). Reaction conditions: time 2 hour. Yields the product NC=1SC(=NN1)SCCCCCC (2-amino-5-hexylthio-1,3,4-thiadiazole). Isolated yield 77.1%. Reaction SMILES: C(O)C.[NH2:4][C:5]1[S:6][C:7]([SH:10])=[N:8][N:9]=1.[OH-].[Na+].Br[CH2:14][CH2:15][CH2:16][CH2:17][CH2:18][CH3:19]>O>[NH2:4][C:5]1[S:6][C:7]([S:10][CH2:14][CH2:15][CH2:16][CH2:17][CH2:18][CH3:19])=[N:8][N:9]=1 |f:2.3|. Procedure details: To 190 ml of ethanol and 240 ml of water, 81.5 g of 2-amino-5-mercapto-1,3,4-thiadiazole and 26.9 g of sodium hydroxide were added. To this mixture 99.0 g of 1-bromohexane was added and the resulting mixture was stirred at 60°-70° C. for 2 hours. After cooling, water was added to the mixture and the mixture was filtered. The residue was washed with water, dried under reduced pressure, and recrystallized from an ethanol/hexane mixture. Thus 100.5 g of 2-amino-5-hexylthio-1,3,4-thiadiazole was obt...